This data is from the Open Reaction Database (ORD), a public repository of structured organic reaction records. The task is: describe an organic reaction: reactants, conditions, products, and yield The reactants are CC(C)CCN1C(=O)C2(COc3cc(OCc4ccccc4)ccc32)c2ccccc21, CO. Product: CC(C)CCN1C(=O)C2(COc3cc(O)ccc32)c2ccccc21. Reaction SMILES: [CH2:1]([c:2]1[cH:3][cH:4][cH:5][cH:6][cH:7]1)[O:8][c:9]1[cH:10][c:11]2[c:12]([cH:30][cH:31]1)[C:13]1([CH2:14][O:15]2)[C:16](=[O:29])[N:17]([CH2:24][CH2:25][CH:26]([CH3:27])[CH3:28])[c:18]2[cH:19][cH:20][cH:21][cH:22][c:23]21.[CH3:32][OH:33]>>[OH:8][c:9]1[cH:10][c:11]2[c:12]([cH:30][cH:31]1)[C:13]1([CH2:14][O:15]2)[C:16](=[O:29])[N:17]([CH2:24][CH2:25][CH:26]([CH3:27])[CH3:28])[c:18]2[cH:19][cH:20][cH:21][cH:22][c:23]21. Yields the product CC=1C=C2C(N=C(NC2=CC1)NC(C1=CC=C(C=C1)C)=O)=O (N-(1,4-Dihydro-6-methyl-4-oxo-2-quinazolinyl)-4-methylbenzamide). Yield: 10.7%. Run at time 48 hour. Procedure details: To a stirred mixture of 5.2 g of the above benzamide, 100 ml of methanolic ammonia and 100 ml of methanol was added dropwise, in increments, 20 ml of 30% hydrogen peroxide. After stirring 48 hours, the solid was collected, partially dissolved in 400 ml of hot acetonitrile and filtered. The filtrate was chilled, giving 0.5 g of the desired product as white crystals, mp 242°-244° C. (dec.). Reactants: NC(=O)C1=C(C=CC(=C1)C)NC(NC(C1=CC=C(C=C1)C)=O)=S (N-[[[2-(aminocarbonyl)-4-methylphenyl]amino]thioxomethyl]-4-methylbenzamide), N (ammonia), OO (hydrogen peroxide). Solvent: CO (methanol). As a reaction SMILES: [NH2:1][C:2]([C:4]1[CH:9]=[C:8]([CH3:10])[CH:7]=[CH:6][C:5]=1[NH:11][C:12](=S)[NH:13][C:14](=[O:22])[C:15]1[CH:20]=[CH:19][C:18]([CH3:21])=[CH:17][CH:16]=1)=[O:3].N.OO>CO>[CH3:10][C:8]1[CH:9]=[C:4]2[C:5](=[CH:6][CH:7]=1)[NH:11][C:12]([NH:13][C:14](=[O:22])[C:15]1[CH:20]=[CH:19][C:18]([CH3:21])=[CH:17][CH:16]=1)=[N:1][C:2]2=[O:3]. Reactants: CN(CCC(=O)C=1OC(=CC1)C1=CC(=CC=C1)Cl)C (3-(dimethylamino)-1-[5-(3-chlorophenyl)(2-furyl)]propan-1-one), [OH-].[Na+] (sodium hydroxide), NNC(=S)N (Thiosemicarbazide). Solvent: CO (methanol), CO (MeOH). Yields the product NC(=S)N1N=C(CC1)C=1OC(=CC1)C1=CC(=CC=C1)Cl (amino {3-[5-(3-chlorophenyl)(2-furyl)](2-pyrazolinyl)}methane-1-thione). RXN SMILES: [NH2:1][NH:2][C:3]([NH2:5])=[S:4].[OH-].[Na+].CN(C)[CH2:10][CH2:11][C:12]([C:14]1[O:15][C:16]([C:19]2[CH:24]=[CH:23][CH:22]=[C:21]([Cl:25])[CH:20]=2)=[CH:17][CH:18]=1)=O>CO>[NH2:5][C:3]([N:2]1[CH2:10][CH2:11][C:12]([C:14]2[O:15][C:16]([C:19]3[CH:24]=[CH:23][CH:22]=[C:21]([Cl:25])[CH:20]=3)=[CH:17][CH:18]=2)=[N:1]1)=[S:4] |f:1.2|. Procedure: Thiosemicarbazide (1.0 equiv.) was dissolved in MeOH upon heating under nitrogen. Aqueous sodium hydroxide (6 M, 9.0 equiv.) was added to the reaction. A methanol solution of 3-(dimethylamino)-1-[5-(3-chlorophenyl)(2-furyl)]propan-1-one (1.0 equiv) was then added dropwise to the reaction mixture. The solvent was removed and the residue was dissolved in DCM and washed with water, brine, dried over MgSO4, and concentrated. The final compound was purified by preparative-HPLC to give amino {3-[5-(3-... Starting materials: CCOC(C)=O, O=C(C1CC1)C1CC1, O=C(CCCN1CCC(O)(c2ccc(Cl)cc2)CC1)c1ccccc1-c1ccccc1, O=C(CCCN1CCC(O)(c2ccc(Cl)cc2)CC1)c1cccc(-c2ccccc2)c1, O=C(CCCN1CCC(O)(c2ccc(Cl)cc2)CC1)c1ccc(F)cc1, Cc1ccccc1C, c1ccc(-c2ccccc2)cc1, c1ccc(-c2ccccc2)cc1. Product: c1ccc(-c2ccccc2)cc1. Reaction SMILES: [CH3:129][CH2:130][O:131][C:132](=[O:133])[CH3:134].[CH:63]1([C:64]([CH:65]2[CH2:66][CH2:67]2)=[O:68])[CH2:69][CH2:70]1.[Cl:1][c:2]1[cH:3][cH:4][c:5]([C:6]2([OH:7])[CH2:8][CH2:9][N:10]([CH2:11][CH2:12][CH2:13][C:14](=[O:15])[c:19]3[c:20](-[c:25]4[cH:26][cH:27][cH:28][cH:29][cH:30]4)[cH:21][cH:22][cH:23][cH:24]3)[CH2:16][CH2:17]2)[cH:18][cH:31]1.[Cl:32][c:33]1[cH:34][cH:35][c:36]([C:37]2([OH:38])[CH2:39][CH2:40][N:41]([CH2:42][CH2:43][CH2:44][C:45]([c:46]3[cH:47][cH:48][cH:49][c:50](-[c:51]4[cH:52][cH:53][cH:54][cH:55][cH:56]4)[cH:57]3)=[O:58])[CH2:59][CH2:60]2)[cH:61][cH:62]1.[OH:95][C:96]1([c:97]2[cH:98][cH:99][c:100]([Cl:101])[cH:102][cH:103]2)[CH2:104][CH2:105][N:106]([CH2:107][CH2:108][CH2:109][C:110]([c:111]2[cH:112][cH:113][c:114]([F:115])[cH:116][cH:117]2)=[O:118])[CH2:119][CH2:120]1.[c:121]1([CH3:122])[c:123]([CH3:124])[cH:125][cH:126][cH:127][cH:128]1.[c:71]1(-[c:72]2[cH:73][cH:74][cH:75][cH:76][cH:77]2)[cH:78][cH:79][cH:80][cH:81][cH:82]1.[c:83]1(-[c:84]2[cH:85][cH:86][cH:87][cH:88][cH:89]2)[cH:90][cH:91][cH:92][cH:93][cH:94]1>>[cH:19]1[c:20](-[c:25]2[cH:26][cH:27][cH:28][cH:29][cH:30]2)[cH:21][cH:22][cH:23][cH:24]1. The reactants are [OH-].[Na+] (sodium hydroxide), COC(CC=1C=NC=C(C1)C1=CC=C(C=C1)C(CC)(C1=CC(=C(C=C1)CCC(CC)(O)CC)C)CC)=O ([5-(4-{1-ethyl-1-[4-(3-ethyl-3-hydroxy-pentyl)-3-methyl-phenyl]-propyl}-phenyl)-pyridin-3-yl]-acetic acid methyl ester), [Cl-].[NH4+] (ammonium chloride). Run in CO.O1CCCC1 (methanol tetrahydrofuran). Reaction conditions: time 3 day. Product: C(C)C(CC)(C1=CC(=C(C=C1)CCC(CC)(O)CC)C)C1=CC=C(C=C1)C=1C=C(C=NC1)CC(=O)O ([5-(4-{1-ethyl-1-[4-(3-ethyl-3-hydroxy-pentyl)-3-methyl-phenyl]-propyl}-phenyl)-pyridin-3-yl]-acetic Acid). The yield is 70.5%. RXN SMILES: [OH-].[Na+].C[O:4][C:5](=[O:39])[CH2:6][C:7]1[CH:8]=[N:9][CH:10]=[C:11]([C:13]2[CH:18]=[CH:17][C:16]([C:19]([CH2:37][CH3:38])([C:22]3[CH:27]=[CH:26][C:25]([CH2:28][CH2:29][C:30]([CH2:34][CH3:35])([OH:33])[CH2:31][CH3:32])=[C:24]([CH3:36])[CH:23]=3)[CH2:20][CH3:21])=[CH:15][CH:14]=2)[CH:12]=1.[Cl-].[NH4+]>CO.O1CCCC1>[CH2:20]([C:19]([C:16]1[CH:15]=[CH:14][C:13]([C:11]2[CH:12]=[C:7]([CH2:6][C:5]([OH:39])=[O:4])[CH:8]=[N:9][CH:10]=2)=[CH:18][CH:17]=1)([C:22]1[CH:27]=[CH:26][C:25]([CH2:28][CH2:29][C:30]([CH2:31][CH3:32])([OH:33])[CH2:34][CH3:35])=[C:24]([CH3:36])[CH:23]=1)[CH2:37][CH3:38])[CH3:21] |f:0.1,3.4,5.6|. Procedure details: A 1 N sodium hydroxide aqueous solution (0.235 mL, 0.235 mmol) was added to a solution of [5-(4-{1-ethyl-1-[4-(3-ethyl-3-hydroxy-pentyl)-3-methyl-phenyl]-propyl}-phenyl)-pyridin-3-yl]-acetic acid methyl ester (Example 145-(2); 39.3 mg, 0.078 mmol) in methanol-tetrahydrofuran (1:1, 4 mL), and the mixture was stirred at room temperature for three days. The reaction mixture was then poured into a saturated aqueous ammonium chloride solution, followed by extraction with dichloromethane. The organic ... Reactants: C(C1=CC=CC=C1)(=O)CC(=O)NC1=C(C=C(C(=C1)Cl)Cl)[N+](=O)[O-] (N-(benzoylacetyl)-4,5-dichloro-2-nitroaniline), Cl (HCl). Run in [OH-].[Na+] (NaOH). Conditions: time 1 hour. Yields the product ClC=1C=C2[N+](=CC(NC2=CC1Cl)=O)[O-] (6,7-Dichloro-1,2-dihydroquinoxaline-2-one-4-oxide). Isolated yield 89.6%. As a reaction SMILES: C([CH2:9][C:10]([NH:12][C:13]1[CH:18]=[C:17]([Cl:19])[C:16]([Cl:20])=[CH:15][C:14]=1[N+:21]([O-:23])=O)=[O:11])(=O)C1C=CC=CC=1.Cl>[OH-].[Na+]>[Cl:20][C:16]1[CH:15]=[C:14]2[C:13](=[CH:18][C:17]=1[Cl:19])[NH:12][C:10](=[O:11])[CH:9]=[N+:21]2[O-:23] |f:2.3|. Procedure details: A suspension of the N-(benzoylacetyl)-4,5-dichloro-2-nitroaniline (0.351 g, 1 mmol) in 20% NaOH (5 mL) was refluxed under stirring for 1 h. The mixture was cooled to room temperature and acidified with 2N HCl to pH 2 to form a precipitate. The precipitated product was filtered, washed with 2N HCl (3×20 mL), H2O (5×20 mL), ethanol (20 mL), and ether (20 mL), and then air dried to give 0.207 g (90%) of the title compound as a light brown powder: mp 278°-280° C. (H2O from DMSO); IR (KBr) 3450, 3104...